Dataset: the Open Reaction Database (ORD), a public repository of structured organic reaction records. Task: describe an organic reaction: reactants, conditions, products, and yield The reactants are [N+](=O)([O-])C=1C=NC2=CC=CC=C2C1NCC1CCOCC1 (3-nitro-N-(tetrahydro-2H-pyran-4-ylmethyl)quinolin-4-amine). Yield: 99.6%. Procedure details: A mixture of 3-nitro-N-(tetrahydro-2H-pyran-4-ylmethyl)quinolin-4-amine (2.50 g), 10% palladium on carbon (0.25 g), and ethanol (40 mL) was placed under hydrogen pressure on a Parr apparatus. When the reaction was complete, the mixture was filtered through a layer of CELITE filter agent. The filter cake was washed with ethanol. The filtrate was concentrated under reduced pressure to provide 2.23 g of N4-(tetrahydro-2H-pyran-4-ylmethyl)quinoline-3,4-diamine as a yellowish-orange oil. RXN SMILES: [N+:1]([C:4]1[CH:5]=[N:6][C:7]2[C:12]([C:13]=1[NH:14][CH2:15][CH:16]1[CH2:21][CH2:20][O:19][CH2:18][CH2:17]1)=[CH:11][CH:10]=[CH:9][CH:8]=2)([O-])=O>[Pd].C(O)C>[O:19]1[CH2:18][CH2:17][CH:16]([CH2:15][NH:14][C:13]2[C:12]3[C:7](=[CH:8][CH:9]=[CH:10][CH:11]=3)[N:6]=[CH:5][C:4]=2[NH2:1])[CH2:21][CH2:20]1. Reagents/catalysts: [Pd] (palladium on carbon). Product: O1CCC(CC1)CNC1=C(C=NC2=CC=CC=C12)N (N4-(tetrahydro-2H-pyran-4-ylmethyl)quinoline-3,4-diamine). The solvent is C(C)O (ethanol). Reactants: CC(=O)O, Cl, Cl[Cu], O=N[O-], CCOC(=O)c1sc(N)nc1-c1ccc([N+](=O)[O-])cc1, NC(N)=S, [Na+], O. The product is CCOC(=O)c1sc(Cl)nc1-c1ccc([N+](=O)[O-])cc1. As a reaction SMILES: [C:33]([OH:34])(=[O:35])[CH3:36].[ClH:25].[Cu:30][Cl:31].[N:26]([O-:27])=[O:28].[NH2:1][c:2]1[s:3][c:4]([C:16](=[O:17])[O:18][CH2:19][CH3:20])[c:5](-[c:7]2[cH:8][cH:9][c:10]([N+:13](=[O:14])[O-:15])[cH:11][cH:12]2)[n:6]1.[NH2:21][C:22](=[S:23])[NH2:24].[Na+:29].[OH2:32]>>[c:2]1([Cl:25])[s:3][c:4]([C:16](=[O:17])[O:18][CH2:19][CH3:20])[c:5](-[c:7]2[cH:8][cH:9][c:10]([N+:13](=[O:14])[O-:15])[cH:11][cH:12]2)[n:6]1. The reactants are C1CCOC1, CC(C)C[AlH]CC(C)C, Cc1cccc(C)c1C#N. Yields the product Cc1cccc(C)c1C=O. Reaction SMILES: [CH2:20]1[CH2:23][CH2:22][CH2:21][O:24]1.[CH3:11][CH:12]([CH2:13][AlH:14][CH2:15][CH:16]([CH3:17])[CH3:18])[CH3:19].[CH3:1][c:2]1[c:3]([C:4]#[N:5])[c:6]([CH3:10])[cH:7][cH:8][cH:9]1>>[CH3:1][c:2]1[c:3]([CH:4]=[O:24])[c:6]([CH3:10])[cH:7][cH:8][cH:9]1. Yield: 42.0%. As a reaction SMILES: [F:1][C:2]1[CH:3]=[C:4]2[C:8](=[CH:9][CH:10]=1)[N:7]([CH3:11])[C:6]([C:12]([NH:14][C@H:15]([C:19]([NH:21][CH:22]([C:31](=[O:44])[CH2:32][O:33][C:34]1[C:39]([F:40])=[C:38]([F:41])[CH:37]=[C:36]([F:42])[C:35]=1[F:43])[CH2:23][C:24]([O:26]C(C)(C)C)=[O:25])=[O:20])[CH:16]([CH3:18])[CH3:17])=[O:13])=[CH:5]2.C(O)(C(F)(F)F)=O>>[F:1][C:2]1[CH:3]=[C:4]2[C:8](=[CH:9][CH:10]=1)[N:7]([CH3:11])[C:6]([C:12]([NH:14][C@H:15]([C:19]([NH:21][CH:22]([C:31](=[O:44])[CH2:32][O:33][C:34]1[C:39]([F:40])=[C:38]([F:41])[CH:37]=[C:36]([F:42])[C:35]=1[F:43])[CH2:23][C:24]([OH:26])=[O:25])=[O:20])[CH:16]([CH3:17])[CH3:18])=[O:13])=[CH:5]2. Procedure: Treatment of the product from Example 114 with TFA as described in Example 80 gave the titled product (43 mg, 42%) as a white powder. MS C26H24F5N3O6, [M+Na]+ =592, [M−H]− =568. Reactants: FC=1C=C2C=C(N(C2=CC1)C)C(=O)N[C@@H](C(C)C)C(=O)NC(CC(=O)OC(C)(C)C)C(COC1=C(C(=CC(=C1F)F)F)F)=O (N-[(5-fluoro-1-methyl-indole-2-carbonyl)valinyl]-3-amino-4-oxo-5-(2,3,5,6-tetrafluorophenyloxy)-pentanoic acid, tert-butyl ester), C(=O)(C(F)(F)F)O (TFA). The product is FC=1C=C2C=C(N(C2=CC1)C)C(=O)N[C@@H](C(C)C)C(=O)NC(CC(=O)O)C(COC1=C(C(=CC(=C1F)F)F)F)=O (N-[(5-fluoro-1-methyl-indole-2-carbonyl)valinyl]-3-amino-4-oxo-5-(2,3,5,6-tetrafluorophenyloxy)-pentanoic acid). Reactants: C(C1=CC=CC=C1)ON=CC1=CC=CC=C1 (O-benzylbenzaldoxime), C(#N)[BH3-].[Na+] (sodium cyanoborohydride), Cl (hydrochloric acid), [OH-].[Na+] (sodium hydroxide), C(#N)[BH3-].[Na+] (sodium cyanoborohydride), CN(C)C=1C=CC(=CC1)N=NC=2C=CC(=CC2)S(=O)(=O)O (methyl orange), mixture. Run in CO (methanol). Conditions: time 3 hour. Product: C(C1=CC=CC=C1)NOCC1=CC=CC=C1 (N,O-Dibenzylhydroxylamine). RXN SMILES: [CH2:1]([O:8][N:9]=[CH:10][C:11]1[CH:16]=[CH:15][CH:14]=[CH:13][CH:12]=1)[C:2]1[CH:7]=[CH:6][CH:5]=[CH:4][CH:3]=1.C([BH3-])#N.[Na+].CN(C1C=CC(N=NC2C=CC(S(O)(=O)=O)=CC=2)=CC=1)C.Cl.[OH-].[Na+]>CO>[CH2:10]([NH:9][O:8][CH2:1][C:2]1[CH:7]=[CH:6][CH:5]=[CH:4][CH:3]=1)[C:11]1[CH:12]=[CH:13][CH:14]=[CH:15][CH:16]=1 |f:1.2,5.6|. Reported procedure: A solution of 25.0 g O-benzylbenzaldoxime in 100 ml of methanol is mixed with 3.0 g of sodium cyanoborohydride and a few mg of methyl orange indicator. Methanolic hydrochloric acid is added to keep the color of the reaction mixture pale pink (pH=3). After stirring at room temperature for 3 hours, 5.0 more grams of sodium cyanoborohydride is added and the reaction mixture (pH=3) is stirred at room temperature for 12 hours. The reaction mixture is alkalified with aqueous sodium hydroxide and then ... Reactants: COc1ccc(S(=O)(=O)N2CC=CCC(NC(=O)CCc3ccccc3)C2C(=O)OC(C)(C)C)cc1, COc1ccc(S(=O)(=O)N2CCCCC(CCc3ccccc3)C2(C(N)=O)C(=O)OC(C)(C)C)cc1, CS(C)=O. Product: COc1ccc(S(=O)(=O)N2CC=CCC(NC(=O)CCc3ccccc3)C2C(=O)O)cc1. As a reaction SMILES: [C:1]([CH3:2])([CH3:3])([CH3:4])[O:5][C:6](=[O:7])[CH:8]1[N:9]([S:26](=[O:27])(=[O:28])[c:29]2[cH:30][cH:31][c:32]([O:35][CH3:36])[cH:33][cH:34]2)[CH2:10][CH:11]=[CH:12][CH2:13][CH:14]1[NH:15][C:16]([CH2:17][CH2:18][c:19]1[cH:20][cH:21][cH:22][cH:23][cH:24]1)=[O:25].[C:37]([O:38][C:39]([C:40]1([C:41](=[O:42])[NH2:43])[CH:44]([CH2:45][CH2:46][c:47]2[cH:48][cH:49][cH:50][cH:51][cH:52]2)[CH2:53][CH2:54][CH2:55][CH2:56][N:57]1[S:58]([c:59]1[cH:60][cH:61][c:62]([O:63][CH3:64])[cH:65][cH:66]1)(=[O:67])=[O:68])=[O:69])([CH3:70])([CH3:71])[CH3:72].[CH3:73][S:74]([CH3:75])=[O:76]>>[O:5]=[C:6]([OH:7])[CH:8]1[N:9]([S:26](=[O:27])(=[O:28])[c:29]2[cH:30][cH:31][c:32]([O:35][CH3:36])[cH:33][cH:34]2)[CH2:10][CH:11]=[CH:12][CH2:13][CH:14]1[NH:15][C:16]([CH2:17][CH2:18][c:19]1[cH:20][cH:21][cH:22][cH:23][cH:24]1)=[O:25]. Reactants: C1(=C(C=CC=C1)N)N (o-phenylenediamine), C([O-])([O-])=O.[Na+].[Na+] (sodium carbonate), C(C)C=1C=CC(=NC1)C(=O)O (5-ethylpicolinic acid), polyphosphoric acid. Solvent: O (water). Product: C(C)C=1C=CC(=NC1)C=1NC2=C(N1)C=CC=C2 (2-(5-ethylpyridin-2-yl)benzimidazol). RXN SMILES: [C:1]1([NH2:8])[CH:6]=[CH:5][CH:4]=[CH:3][C:2]=1[NH2:7].[CH2:9]([C:11]1[CH:12]=[CH:13][C:14]([C:17](O)=O)=[N:15][CH:16]=1)[CH3:10].C(=O)([O-])[O-].[Na+].[Na+]>O>[CH2:9]([C:11]1[CH:12]=[CH:13][C:14]([C:17]2[NH:7][C:2]3[CH:3]=[CH:4][CH:5]=[CH:6][C:1]=3[N:8]=2)=[N:15][CH:16]=1)[CH3:10] |f:2.3.4|. Reported procedure: 11.3 g. of o-phenylenediamine, 15.1 g. of 5-ethylpicolinic acid and 80 g. of polyphosphoric acid were heated at 180°-190° C. under a nitrogen gas current for 3 hours with stirring. The reaction mixture was diluted with 1,000 ml. of water and then neutralized with sodium carbonate. The resulting crystals were filtered off, dried and recrystallized from ethyl acetate to give 17.1 g. of colorless needles of the product (78% of theory). M.P. 172.5°-173° C. Starting materials: [BH4-].[Na+] (NaBH4), CCOCC (ether), C(C)(C)(C)OC(=O)N1CCC(CC1)[C@@H](C(=O)O)C (2-(S)-((t-butoxycarbonyl) piperidin-4-yl)propanoic acid), TEA, ClC(=O)OCC (ethyl chloroformate). The solvent is O (H2O), C1CCOC1 (THF). Reaction conditions: time 30 minute. Product: C(C)(C)(C)OC(=O)N1CCC(CC1)[C@@H](CO)C (2-(S)-((t-Butoxycarbonyl)piperidin-4yl)propanol). Isolated yield 156.2%. Reaction SMILES: [C:1]([O:5][C:6]([N:8]1[CH2:13][CH2:12][CH:11]([C@H:14]([CH3:18])[C:15](O)=[O:16])[CH2:10][CH2:9]1)=[O:7])([CH3:4])([CH3:3])[CH3:2].ClC(OCC)=O.[BH4-].[Na+].CCOCC>C1COCC1.O>[C:1]([O:5][C:6]([N:8]1[CH2:13][CH2:12][CH:11]([C@H:14]([CH3:18])[CH2:15][OH:16])[CH2:10][CH2:9]1)=[O:7])([CH3:4])([CH3:3])[CH3:2] |f:2.3|. Reported procedure: A mixture of 1.29 g (5.0 mmol) of 2-(S)-((t-butoxycarbonyl) piperidin-4-yl)propanoic acid (from EXAMPLE 30, Step C) and 0.70 mL (5.0 mmol) of TEA in 30 mL of THF at 0° C. was treated with 0.43 mL (5.0 mmol) of ethyl chloroformate and the resulting mixture was stirred cold for 30 min. The solids were filtered. The filtrate was added to a cooled (0° C.) mixture of 0.50 g (13.0 mmol) of NaBH4 in 10 mL of H2O, maintaining the internal temperature at less than 10° C. The resulting mixture was warmed ... Reactants: [BH4-].[Na+] (NaBH4), C(C)(C)(C)OC(=O)N1CCC(CC1)(C(=O)O)C(=O)OC (1-(tert-butoxycarbonyl)-4-(methoxycarbonyl)piperidine-4-carboxylic acid), CCN(C(C)C)C(C)C (DIEA), ClC(=O)OC (methyl chloroformate). Run in C1CCOC1 (THF), CO (MeOH). Reaction conditions: temperature 0 celsius. The product is OCC1(CCN(CC1)C(=O)OC(C)(C)C)C(=O)OC (1-tert-butyl 4-methyl 4-(hydroxymethyl)piperidine-1,4-dicarboxylate). Yield: 45.3%. As a reaction SMILES: [C:1]([O:5][C:6]([N:8]1[CH2:13][CH2:12][C:11]([C:17]([O:19][CH3:20])=[O:18])([C:14](O)=[O:15])[CH2:10][CH2:9]1)=[O:7])([CH3:4])([CH3:3])[CH3:2].CCN(C(C)C)C(C)C.ClC(OC)=O.[BH4-].[Na+]>C1COCC1.CO>[OH:15][CH2:14][C:11]1([C:17]([O:19][CH3:20])=[O:18])[CH2:10][CH2:9][N:8]([C:6]([O:5][C:1]([CH3:3])([CH3:4])[CH3:2])=[O:7])[CH2:13][CH2:12]1 |f:3.4|. Procedure details: To a solution of 1-(tert-butoxycarbonyl)-4-(methoxycarbonyl)piperidine-4-carboxylic acid (6 g, 21 mmol) and DIEA (7.3 mL, 42 mmol, 2.0 equiv.) in THF (60 mL) was added methyl chloroformate (1.94 mL, 25 mmol, 1.2 equiv.) at 0° C. The mixture was stirred at 0° C. until the reaction was complete. NaBH4 (3.16 g, 84 mmol, 4.0 equiv.) was added at 0° C. MeOH (10 mL) was then added. The mixture was stirred at 0° C. for 90 min. The reaction mixture was then quenched by saturated NaHCO3 and concentrated ... The reactants are C(C1=CC=CC=C1)OC1=CC(=C(C=C1)[N+](=O)[O-])OC (1-Benzyloxy-3-methoxy-4-nitrobenzene), [H][H] (hydrogen). Reagents/catalysts: [C].[Pd] (palladium carbon). Solvent: O1CCCC1 (tetrahydrofuran), CO (methanol). Conditions: time 8 hour. Product: NC1=C(C=C(C=C1)O)OC (4-Amino-3-methoxyphenol). RXN SMILES: C([O:8][C:9]1[CH:14]=[CH:13][C:12]([N+:15]([O-])=O)=[C:11]([O:18][CH3:19])[CH:10]=1)C1C=CC=CC=1.[H][H]>O1CCCC1.CO.[C].[Pd]>[NH2:15][C:12]1[CH:13]=[CH:14][C:9]([OH:8])=[CH:10][C:11]=1[O:18][CH3:19] |f:4.5|. Procedure: 1-Benzyloxy-3-methoxy-4-nitrobenzene (11.0 g) was dissolved in tetrahydrofuran (100 ml)-methanol (100 ml), and then 10% palladium carbon (5.0 g) was added thereto, followed by replacing with hydrogen inside the system and stirring overnight. After replacing with nitrogen inside the system, the reaction mixture was filtered to remove the catalyst, which was washed with tetrahydrofuran, ethyl acetate and methanol in this order. The filtrate was concentrated under a reduced pressure to give a resid...